Dataset: the Open Reaction Database (ORD), a public repository of structured organic reaction records. Task: describe an organic reaction: reactants, conditions, products, and yield Conditions: temperature 0 celsius, time 72 hour. The yield is 52.3%. Reaction SMILES: Br[CH2:2][CH2:3][CH2:4][Cl:5].[CH3:6][CH:7]([CH3:11])[CH2:8][CH2:9][SH:10].[O-]CC.[Na+].[Na]>C(O)C>[CH2:9]([S:10][CH2:2][CH2:3][CH2:4][Cl:5])[CH2:8][CH:7]([CH3:11])[CH3:6] |f:2.3,^1:15|. Procedure details: Mix 1-bromo-3-chloropropane (5.0 g, 31.76 mmol), absolute ethanol (25 mL), and 3-methyl-l-butanethiol (3.3 g, 31.76 mmol). Place under nitrogen atmosphere and cool to 0° C. In a separate flask, generate sodium ethoxide by carefully adding sodium metal (736 mg, 32 mmol) to absolute ethanol (25 mL) and stirring under nitrogen atmosphere until evolution of nitrogen gas ceases. Add the sodium ethoxide, by dropwise addition, to the above mixture and stir at room temperature for 72 hours. Partition be... Run in C(C)O (ethanol), C(C)O (ethanol). Product: C(CC(C)C)SCCCCl (3 -chloropropyl isopentyl sulfide). Starting materials: BrCCCCl (1-bromo-3-chloropropane), CC(CCS)C (3-methyl-l-butanethiol), [O-]CC.[Na+] (sodium ethoxide), [O-]CC.[Na+] (sodium ethoxide), [Na] (sodium).